The task is: describe an organic reaction: reactants, conditions, products, and yield. This data is from the Open Reaction Database (ORD), a public repository of structured organic reaction records. Reactants: BrC=1C=C(C=CC1)C(=NS(=O)C(C)(C)C)C1=C(C(=CC(=C1)Cl)F)C#N (N-((3-bromophenyl)(5-chloro-2-cyano-3-fluorophenyl)methylene)-2-methylpropane-2-sulfinamide), BrC1=CC(=NC=C1)C (4-bromo-2-methylpyridine). Yields the product BrC=1C=C(C=CC1)C1(N=C(C2=C(C=C(C=C12)Cl)F)N)C1=CC(=NC=C1)C (1-(3-Bromophenyl)-6-chloro-4-fluoro-1-(2-methylpyridin-4-yl)-1H-isoindol-3-amine). The yield is 83.0%. As a reaction SMILES: [Br:1][C:2]1[CH:3]=[C:4]([C:8]([C:16]2[CH:21]=[C:20]([Cl:22])[CH:19]=[C:18]([F:23])[C:17]=2[C:24]#[N:25])=[N:9]S(C(C)(C)C)=O)[CH:5]=[CH:6][CH:7]=1.Br[C:27]1[CH:32]=[CH:31][N:30]=[C:29]([CH3:33])[CH:28]=1>>[Br:1][C:2]1[CH:3]=[C:4]([C:8]2([C:27]3[CH:32]=[CH:31][N:30]=[C:29]([CH3:33])[CH:28]=3)[C:16]3[C:17](=[C:18]([F:23])[CH:19]=[C:20]([Cl:22])[CH:21]=3)[C:24]([NH2:25])=[N:9]2)[CH:5]=[CH:6][CH:7]=1. Procedure: The title compound was synthesized as described for Example 11i in 83% yield, starting from N-((3-bromophenyl)(5-chloro-2-cyano-3-fluorophenyl)methylene)-2-methylpropane-2-sulfinamide (2 g, 4.53 mmol) and 4-bromo-2-methylpyridine (0.935 g, 5.43 mmol) The reactants are COc1ccc(C(=O)c2ccc(C(=O)NCCOc3cccc(C#N)c3)cc2)cc1OC, CI, CC(=O)[O-], CN(C)C=O, [Cl-], [Cl-], [Mg+2], [NH4+], [Na], O, O, O, O, O, O, O, O, S. Yields the product COc1ccc(C(=O)c2ccc(C(=O)NCCOc3cccc(C(=N)N)c3)cc2)cc1OC. RXN SMILES: [C:1](#[N:2])[c:3]1[cH:4][c:5]([O:6][CH2:7][CH2:8][NH:9][C:10]([c:11]2[cH:12][cH:13][c:14]([C:17]([c:18]3[cH:19][c:20]([O:26][CH3:27])[c:21]([O:24][CH3:25])[cH:22][cH:23]3)=[O:28])[cH:15][cH:16]2)=[O:29])[cH:30][cH:31][cH:32]1.[CH3:46][I:47].[CH3:49][C:50](=[O:51])[O-:52].[CH3:53][N:54]([CH3:55])[CH:56]=[O:57].[Cl-:43].[Cl-:45].[Mg+2:44].[NH4+:48].[Na:36].[OH2:33].[OH2:34].[OH2:37].[OH2:38].[OH2:39].[OH2:40].[OH2:41].[OH2:42].[SH2:35]>>[C:1]([NH2:2])([c:3]1[cH:4][c:5]([O:6][CH2:7][CH2:8][NH:9][C:10]([c:11]2[cH:12][cH:13][c:14]([C:17]([c:18]3[cH:19][c:20]([O:26][CH3:27])[c:21]([O:24][CH3:25])[cH:22][cH:23]3)=[O:28])[cH:15][cH:16]2)=[O:29])[cH:30][cH:31][cH:32]1)=[NH:48]. Product: Cl.NC1=NC=2C=CC=CC2C2=C1N=C(N2CCC(=O)N)CCC (3-(4-amino-2-propyl-1H-imidazo[4,5-c]quinolin-1-yl)propanamide hydrochloride). RXN SMILES: [CH2:1]([C:4]1[N:5]([CH2:17][CH2:18][C:19]([NH2:21])=[O:20])[C:6]2[C:15]3[CH:14]=[CH:13][CH:12]=[CH:11][C:10]=3[N:9]=[CH:8][C:7]=2[N:16]=1)[CH2:2][CH3:3].C1C=C([Cl:28])C=C(C(OO)=O)C=1.[OH-].[NH4+:34].C1(C)C=CC(S(Cl)(=O)=O)=CC=1.Cl>CO.C(OCC)C>[ClH:28].[NH2:34][C:8]1[C:7]2[N:16]=[C:4]([CH2:1][CH2:2][CH3:3])[N:5]([CH2:17][CH2:18][C:19]([NH2:21])=[O:20])[C:6]=2[C:15]2[CH:14]=[CH:13][CH:12]=[CH:11][C:10]=2[N:9]=1 |f:2.3,8.9|. Procedure: 3-(2-Propyl-1H-imidazo[4,5-c]quinolin-1-yl)propanamide (3.9 g, 14 mmol) was treated with mCPBA (6.19 g, 26.9 mmol) followed by ammonium hydroxide (50 mL) and p-toluenesulfonyl chloride (4.6 g, 24 mmol) according to the method described in Part D of Example 8. The crude product was dissolved in methanol, and hydrogen chloride (1.25 mL of a 1 M solution in diethyl ether) was added. The resulting solid was isolated by filtration and dried overnight under high vacuum to provide 0.477 g of 3-(4-amino... Reactants: C1(=CC=C(C=C1)S(=O)(=O)Cl)C (p-toluenesulfonyl chloride), C(CC)C=1N(C2=C(C=NC=3C=CC=CC23)N1)CCC(=O)N (3-(2-Propyl-1H-imidazo[4,5-c]quinolin-1-yl)propanamide), C1=CC(=CC(=C1)Cl)C(=O)OO (mCPBA), crude product, [OH-].[NH4+] (ammonium hydroxide), Cl (hydrogen chloride), solution. Run in CO (methanol), C(C)OCC (diethyl ether). The reactants are [OH-].[Na+] (NaOH), [Si](C)(C)(C(C)(C)C)OCC=1C(=C(C=CC1)N1CC(C1)C1CCNCC1)F (4-{1-[3-({[tert-butyl(dimethyl)silyl]oxy}methyl)-2-fluorophenyl]azetidin-3-yl}piperidine), COCC(=O)O (methoxy acetic acid), CCN=C=NCCCN(C)C.Cl (WSC hydrochloride), C=1C=CC2=C(C1)N=NN2O (HOBt). Run in C(Cl)(Cl)Cl (CHCl3), ClCCl (dichloromethane). Conditions: time 3 hour. Product: FC1=C(C=CC=C1CO)N1CC(C1)C1CCN(CC1)C(COC)=O (1-(4-{1-[2-fluoro-3-(hydroxymethyl)phenyl]azetidin-3-yl}piperidin-1-yl)-2-methoxyethanone). The yield is 99.4%. RXN SMILES: [Si]([O:8][CH2:9][C:10]1[C:11]([F:26])=[C:12]([N:16]2[CH2:19][CH:18]([CH:20]3[CH2:25][CH2:24][NH:23][CH2:22][CH2:21]3)[CH2:17]2)[CH:13]=[CH:14][CH:15]=1)(C(C)(C)C)(C)C.[CH3:27][O:28][CH2:29][C:30](O)=[O:31].CCN=C=NCCCN(C)C.Cl.C1C=CC2N(O)N=NC=2C=1.[OH-].[Na+]>C(Cl)(Cl)Cl.ClCCl>[F:26][C:11]1[C:10]([CH2:9][OH:8])=[CH:15][CH:14]=[CH:13][C:12]=1[N:16]1[CH2:19][CH:18]([CH:20]2[CH2:25][CH2:24][N:23]([C:30](=[O:31])[CH2:29][O:28][CH3:27])[CH2:22][CH2:21]2)[CH2:17]1 |f:2.3,5.6|. Procedure details: 4-{1-[3-({[tert-butyl(dimethyl)silyl]oxy}methyl)-2-fluorophenyl]azetidin-3-yl}piperidine (120 mg) and methoxy acetic acid (47 mg) was mixed with dichloromethane (3 ml), and WSC hydrochloride (100 mg) and HOBt (70 mg) was added thereto, followed by stirring at room temperature for 3 hours. A 1M aqueous NaOH solution and CHCl3 were added to the reaction mixture, and the organic layer was dried over Na2SO4 and concentrated under reduced pressure. The obtained residue was mixed with THF (3 ml), and ... Procedure: The product of example 1c above, 2-phenoxy-6-(phenylamino)benzyl amine, (0.165 g 0.57 mmol) was dissolved in dry tetrahydrofuran (5 mL) and stirred under argon at room temperature. 1,1′-Carbonyldiimidazole (0.120 g, 0.74 mmol) dissolved in dry tetrahydrofuran (2 mL) was added and the mixture stirred at room temperature. The solvent was evaporated in vacuo, to give the crude product which was flash chromatographed on silica gel eluted with 0–2% methanol in methylene chloride to give to the title ... Reaction SMILES: [O:1]([C:8]1[CH:15]=[CH:14][CH:13]=[C:12]([NH:16][C:17]2[CH:22]=[CH:21][CH:20]=[CH:19][CH:18]=2)[C:9]=1[CH2:10][NH2:11])[C:2]1[CH:7]=[CH:6][CH:5]=[CH:4][CH:3]=1.[C:23](N1C=CN=C1)(N1C=CN=C1)=[O:24]>O1CCCC1>[C:17]1([N:16]2[C:12]3[C:9](=[C:8]([O:1][C:2]4[CH:3]=[CH:4][CH:5]=[CH:6][CH:7]=4)[CH:15]=[CH:14][CH:13]=3)[CH2:10][NH:11][C:23]2=[O:24])[CH:22]=[CH:21][CH:20]=[CH:19][CH:18]=1. Product: C1(=CC=CC=C1)N1C(NCC2=C(C=CC=C12)OC1=CC=CC=C1)=O (1-Phenyl-5-phenoxy-3,4-dihydro-(1H)-quinazolin-2-one). Solvent: O1CCCC1 (tetrahydrofuran), O1CCCC1 (tetrahydrofuran). Reactants: product, O(C1=CC=CC=C1)C1=C(CN)C(=CC=C1)NC1=CC=CC=C1 (2-phenoxy-6-(phenylamino)benzyl amine), C(=O)(N1C=NC=C1)N1C=NC=C1 (1,1′-Carbonyldiimidazole). Reactants: NC1=C(C=O)C=CC=C1 (2-aminobenzaldehyde), FC1=C(C(=CC=C1)OC)CCC#N (3-(2-fluoro-6-methoxyphenyl)propionitrile). The product is FC1=C(CC=2C(=NC3=CC=CC=C3C2)N)C(=CC=C1)OC (3-(2-Fluoro-6-methoxybenzyl)quinolin-2-amine). Reaction SMILES: [NH2:1][C:2]1[CH:9]=[CH:8][CH:7]=[CH:6][C:3]=1[CH:4]=O.[F:10][C:11]1[CH:16]=[CH:15][CH:14]=[C:13]([O:17][CH3:18])[C:12]=1[CH2:19][CH2:20][C:21]#[N:22]>>[F:10][C:11]1[CH:16]=[CH:15][CH:14]=[C:13]([O:17][CH3:18])[C:12]=1[CH2:19][C:20]1[C:21]([NH2:22])=[N:1][C:2]2[C:3]([CH:4]=1)=[CH:6][CH:7]=[CH:8][CH:9]=2. Reported procedure: The title compound was synthesized according to EXAMPLE 11 from 2-aminobenzaldehyde and 3-(2-fluoro-6-methoxyphenyl)propionitrile.